From a dataset of the Open Reaction Database (ORD), a public repository of structured organic reaction records. describe an organic reaction: reactants, conditions, products, and yield Starting materials: 11.6, BrCC(=O)C1=CC=C(C=C1)Cl (2-bromo-4'-chloroacetophenone), C(C1=CC=CC=C1)O (benzylalcohol), C1(=CC=C(C=C1)S(=O)(=O)O)C (p-toluene sulfonic acid), C1=CC=CC=C1 (benzene). Solvent: C(C)O (ethanol). The product is BrCC1(OCC(O1)C1=CC=CC=C1)C1=CC=C(C=C1)Cl (2-(bromomethyl)-2-(p-chlorophenyl)-4-phenyl-1,3-dioxolane). As a reaction SMILES: [Br:1][CH2:2][C:3]([C:5]1[CH:10]=[CH:9][C:8]([Cl:11])=[CH:7][CH:6]=1)=[O:4].[CH2:12]([OH:19])[C:13]1[CH:18]=[CH:17][CH:16]=[CH:15][CH:14]=1.[C:20]1(C)C=CC(S(O)(=O)=O)=CC=1.C1C=CC=CC=1>C(O)C>[Br:1][CH2:2][C:3]1([C:5]2[CH:10]=[CH:9][C:8]([Cl:11])=[CH:7][CH:6]=2)[O:19][CH:12]([C:13]2[CH:18]=[CH:17][CH:16]=[CH:15][CH:14]=2)[CH2:20][O:4]1. Reported procedure: A mixture of 11.6 parts of 2-bromo-4'-chloroacetophenone, 8.4 parts of α-hydroxymethyl)benzylalcohol, 0.1 parts of p-toluene sulfonic acid, 210 parts of benzene and 40 parts of ethanol is stirred and refluxed for 24 hours. The reaction mixture is evaporated and the residue is triturated in methanol. The product is filtered off and crystallized from methanol, yielding 2-(bromomethyl)-2-(p-chlorophenyl)-4-phenyl-1,3-dioxolane; mp. 60°C. Reactants: [H-] (hydride), C(#N)C1NC2=C(N3C4=C1C=CC=C4CC3)C=CC=C2 (6-Cyano-1,2,6,7-tetrahydrobenzo[b]pyrrolo[3,2,1-jk][1,4]benzodiazepine), solution, [H-].C(C(C)C)[Al+]CC(C)C (diisobutylaluminium hydride), CO (methanol). The solvent is ClCCl (dichloromethane), ClCCl (dichloromethane). Run at time 3 hour. The product is C1CC2=CC=CC=3C(NC4=C(N1C32)C=CC=C4)CN (1,2,6,7-Tetrahydrobenzo[b]pyrrolo[3,2,1-jk][1,4]benzodiazepine6-methanamine). The yield is 50.5%. RXN SMILES: [C:1]([CH:3]1[C:9]2[CH:10]=[CH:11][CH:12]=[C:13]3[CH2:14][CH2:15][N:7]([C:8]=23)[C:6]2[CH:16]=[CH:17][CH:18]=[CH:19][C:5]=2[NH:4]1)#[N:2].[H-].C([Al+]CC(C)C)C(C)C.[H-].CO>ClCCl>[CH2:15]1[N:7]2[C:8]3[C:13](=[CH:12][CH:11]=[CH:10][C:9]=3[CH:3]([CH2:1][NH2:2])[NH:4][C:5]3[CH:19]=[CH:18][CH:17]=[CH:16][C:6]=32)[CH2:14]1 |f:1.2|. Procedure: 6-Cyano-1,2,6,7-tetrahydrobenzo[b]pyrrolo[3,2,1-jk][1,4]benzodiazepine (15 g) was added to 300 ml of a 1M solution of diisobutylaluminium hydride in dichloromethane at -78° C. The reaction mixture was stirred for 3 hours at low temperature and thereafter diluted to 1 liter with dichloromethane. The excess hydride was slowly decomposed with methanol (50 ml). The gelatinous solution was washed with 5% sodium hydroxide (500 ml) and brine (2×500 ml) and dried over anhydrous sodium sulfate. The solut... Reaction SMILES: [Br:18][c:19]1[n:20][c:21]([C:30]([CH3:31])([CH3:32])[CH3:33])[cH:22][cH:23][c:24]1[CH:25]=[CH:26][C:27](=[O:28])[OH:29].[CH2:41]1[O:42][CH2:43][CH2:44][CH2:45]1.[CH3:34][N:35]1[CH2:36][CH2:37][CH2:38][C:39]1=[O:40].[ClH:17].[NH2:1][CH2:2][c:3]1[cH:4][c:5]([C:15]#[CH:16])[c:6]([NH:10][S:11](=[O:12])(=[O:13])[CH3:14])[c:7]([F:9])[cH:8]1>>[NH:1]([CH2:2][c:3]1[cH:4][c:5]([C:15]#[CH:16])[c:6]([NH:10][S:11](=[O:12])(=[O:13])[CH3:14])[c:7]([F:9])[cH:8]1)[C:27]([CH:26]=[CH:25][c:24]1[c:19]([Br:18])[n:20][c:21]([C:30]([CH3:31])([CH3:32])[CH3:33])[cH:22][cH:23]1)=[O:28]. Starting materials: CC(C)(C)c1ccc(C=CC(=O)O)c(Br)n1, C1CCOC1, CN1CCCC1=O, Cl, C#Cc1cc(CN)cc(F)c1NS(C)(=O)=O. Yields the product C#Cc1cc(CNC(=O)C=Cc2ccc(C(C)(C)C)nc2Br)cc(F)c1NS(C)(=O)=O. The reactants are COC(C1=CC(=CC=C1)CN1CCC(CC1)C1=CNC2=CC(=CC=C12)F)=O (3-[4-(6-fluoro-1H-indol-3-yl)-piperidin-1-ylmethyl]-benzoic acid methyl ester), ClC=1SC(=CC1)CCl (2-chloro-5-chloromethyl-thiophene). Product: ClC1=CC=C(S1)CN1C=C(C2=CC=C(C=C12)F)C1CCN(CC1)CC=1C=C(C(=O)O)C=CC1 (3-{4-[1-(5-chloro-thiophen-2-ylmethyl)-6-fluoro-1H-indol-3-yl]-piperidin-1-ylmethyl}-benzoic acid). Reaction SMILES: C[O:2][C:3](=[O:27])[C:4]1[CH:9]=[CH:8][CH:7]=[C:6]([CH2:10][N:11]2[CH2:16][CH2:15][CH:14]([C:17]3[C:25]4[C:20](=[CH:21][C:22]([F:26])=[CH:23][CH:24]=4)[NH:19][CH:18]=3)[CH2:13][CH2:12]2)[CH:5]=1.[Cl:28][C:29]1[S:30][C:31]([CH2:34]Cl)=[CH:32][CH:33]=1>>[Cl:28][C:29]1[S:30][C:31]([CH2:34][N:19]2[C:20]3[C:25](=[CH:24][CH:23]=[C:22]([F:26])[CH:21]=3)[C:17]([CH:14]3[CH2:13][CH2:12][N:11]([CH2:10][C:6]4[CH:5]=[C:4]([CH:9]=[CH:8][CH:7]=4)[C:3]([OH:2])=[O:27])[CH2:16][CH2:15]3)=[CH:18]2)=[CH:32][CH:33]=1. Reported procedure: This compound was prepared following the procedure described in example 1 (part E) starting with 0.07 g (0.19 mmol) of 3-[4-(6-fluoro-1H-indol-3-yl)-piperidin-1-ylmethyl]-benzoic acid methyl ester and 0.05 g (0.29 mmol) of 2-chloro-5-chloromethyl-thiophene. After standard purification, 0.01 g (10% of the yield) of the expected acid were obtained. RXN SMILES: [OH2:1].[NH2:2][C:3]1[CH:8]=[CH:7][C:6]([NH:9][C:10](=[O:16])/[CH:11]=[CH:12]\[C:13]([OH:15])=[O:14])=[CH:5][CH:4]=1.O.O.O.O.O.O.O.O.[OH-].[Ba+2:26].[OH-]>O>[OH2:14].[OH2:1].[NH2:2][C:3]1[CH:4]=[CH:5][C:6]([NH:9][C:10](=[O:16])/[CH:11]=[CH:12]\[C:13]([O-:15])=[O:14])=[CH:7][CH:8]=1.[NH2:2][C:3]1[CH:4]=[CH:5][C:6]([NH:9][C:10](=[O:16])/[CH:11]=[CH:12]\[C:13]([O-:15])=[O:14])=[CH:7][CH:8]=1.[Ba+2:26] |f:0.1,2.3.4.5.6.7.8.9.10.11.12,14.15.16.17.18|. Reaction conditions: time 2 hour. Procedure details: Under a nitrogen atmosphere, into a reaction vessel were charged 10.0 g (44.6 mmol) of (2Z)-4-[(4-aminophenyl)amino]-4-oxo-2-butenoic acid mono-hydrate obtained by the same method as in Production Example 2 and 70 ml of water, a solution prepared by dissolving 7.04 g (22.3 mmol) of barium hydroxide octa-hydrate in 30 ml of water was added at 20 to 30° C., and the mixture was stirred at room temperature for 2 hours. Thereafter, the mixture was condensed under reduced pressure and the solvent was ... Yield: 142.9%. The solvent is O (water), O (water). Reactants: O.NC1=CC=C(C=C1)NC(\C=C/C(=O)O)=O ((2Z)-4-[(4-aminophenyl)amino]-4-oxo-2-butenoic acid mono-hydrate), O.O.O.O.O.O.O.O.[OH-].[Ba+2].[OH-] (barium hydroxide octa-hydrate). Yields the product O.O.NC1=CC=C(C=C1)NC(\C=C/C(=O)[O-])=O.NC1=CC=C(C=C1)NC(\C=C/C(=O)[O-])=O.[Ba+2] (barium bis{(2Z)-4-[(4-aminophenyl)amino]-4-oxo-2-butenoate}di-hydrate). Reactants: C(=O)(OCC1=CC=CC=C1)NCCC[C@H](NC(C(C1=CC=CC=C1)C1=CC=CC=C1)=O)C(=O)N([C@H](C)C1=CC=CC=C1)C ((R)-N5 -(Cbz)-N2 -(Diphenylacetyl)-N-methyl-(S)-N-(1-phenylethyl)-ornithine amide). The reagents and catalysts are [Pd] (Pd/C). Run in CC(=O)O (HOAc). Yields the product [OH-].[NH4+] (ammonium hydroxide), C1(=CC=CC=C1)C(C(=O)N[C@@H](CCCN)C(=O)N([C@H](C)C1=CC=CC=C1)C)C1=CC=CC=C1 ((R)-N2 -(Diphenylacetyl)-N-methyl-(S)-N-(1-phenylethyl)ornithine amide). Yield: 191.3%. RXN SMILES: C([NH:11][CH2:12][CH2:13][CH2:14][C@@H:15]([C:32]([N:34]([CH3:43])[C@@H:35]([C:37]1[CH:42]=[CH:41][CH:40]=[CH:39][CH:38]=1)[CH3:36])=[O:33])[NH:16][C:17](=[O:31])[CH:18]([C:25]1[CH:30]=[CH:29][CH:28]=[CH:27][CH:26]=1)[C:19]1[CH:24]=[CH:23][CH:22]=[CH:21][CH:20]=1)(OCC1C=CC=CC=1)=[O:2]>[Pd].CC(O)=O>[OH-:2].[NH4+:11].[C:25]1([CH:18]([C:19]2[CH:20]=[CH:21][CH:22]=[CH:23][CH:24]=2)[C:17]([NH:16][C@H:15]([C:32]([N:34]([CH3:43])[C@@H:35]([C:37]2[CH:38]=[CH:39][CH:40]=[CH:41][CH:42]=2)[CH3:36])=[O:33])[CH2:14][CH2:13][CH2:12][NH2:11])=[O:31])[CH:26]=[CH:27][CH:28]=[CH:29][CH:30]=1 |f:3.4|. Procedure details: Prepared according to the method described in Example 1(e) above from (R)-N5 -(Cbz)-N2 -(diphenylacetyl)-N-methyl-(S)-N-(1-phenylethyl)ornithine amide (1.9 g; 3.3 mmol; from step (b) above), 10% Pd/C (w/w; 100 mg), HOAc (75 mL), overnight reaction time. The crude acetate salt was purified by chromatography on silica gel with EtOAc, then CHCl3 :MeOH:concentrated ammonium hydroxide (6:3:1) to provide 1.4 g (96%) of the sub-title compound. The reactants are C(C1=CC=CC=C1)N1C(N([C@H]2[C@@H]1C(=O)OC2=O)CC2=CC=CC=C2)=O (cis-1,3-dibenzyl-2-oxoimidazolidine-4,5-dicarboxylic acid anhydride), C(C)O (ethanol), C1=CC=CC=C1 (benzene). Reaction conditions: time 8 hour. Yields the product C(C1=CC=CC=C1)N1C(N([C@H]([C@H]1C(=O)OCC)C(=O)O)CC1=CC=CC=C1)=O (racemic cis-1,3-dibenzyl-5-ethoxycarbonyl-2-oxoimidazolidine-4-carboxylic acid). RXN SMILES: [CH2:1]([N:8]1[C@H:12]2[C:13]([O:15][C:16](=[O:17])[C@H:11]2[N:10]([CH2:18][C:19]2[CH:24]=[CH:23][CH:22]=[CH:21][CH:20]=2)[C:9]1=[O:25])=[O:14])[C:2]1[CH:7]=[CH:6][CH:5]=[CH:4][CH:3]=1.C([OH:28])C.[CH:29]1[CH:34]=CC=CC=1>>[CH2:1]([N:8]1[C@H:12]([C:13]([O:14][CH2:34][CH3:29])=[O:28])[C@H:11]([C:16]([OH:15])=[O:17])[N:10]([CH2:18][C:19]2[CH:24]=[CH:23][CH:22]=[CH:21][CH:20]=2)[C:9]1=[O:25])[C:2]1[CH:3]=[CH:4][CH:5]=[CH:6][CH:7]=1. Procedure: A mixture of cis-1,3-dibenzyl-2-oxoimidazolidine-4,5-dicarboxylic acid anhydride (70.0 g), 99.5% ethanol (16.6 g) and benzene (1000 ml) was heated under reflux for 2 hours. The reaction mixture (about 600 ml) was concentrated under ordinary pressure. The residue was stirred overnight with n-hexane (200 ml). Crystals produced were filtered and dried under reduced pressure to yield racemic cis-1,3-dibenzyl-5-ethoxycarbonyl-2-oxoimidazolidine-4-carboxylic acid (76.2 g), which were recrystallized fr... The reactants are CCOC(=O)c1ccc(-c2cc3cc(S(C)(=O)=O)ccc3[nH]2)o1, CN(C)C=O, Fc1ccc(CBr)cc1, [H-], [Na+], O. The product is CCOC(=O)c1ccc(-c2cc3cc(S(C)(=O)=O)ccc3n2Cc2ccc(F)cc2)o1. As a reaction SMILES: [CH2:1]([CH3:2])[O:3][C:4](=[O:5])[c:6]1[o:7][c:8](-[c:11]2[nH:12][c:13]3[cH:14][cH:15][c:16]([S:20](=[O:21])(=[O:22])[CH3:23])[cH:17][c:18]3[cH:19]2)[cH:9][cH:10]1.[CH3:36][N:37]([CH3:38])[CH:39]=[O:40].[F:26][c:27]1[cH:28][cH:29][c:30]([CH2:31][Br:32])[cH:33][cH:34]1.[H-:24].[Na+:25].[OH2:35]>>[CH2:1]([CH3:2])[O:3][C:4](=[O:5])[c:6]1[o:7][c:8](-[c:11]2[n:12]([CH2:31][c:30]3[cH:29][cH:28][c:27]([F:26])[cH:34][cH:33]3)[c:13]3[cH:14][cH:15][c:16]([S:20](=[O:21])(=[O:22])[CH3:23])[cH:17][c:18]3[cH:19]2)[cH:9][cH:10]1.